Dataset: the Open Reaction Database (ORD), a public repository of structured organic reaction records. Task: describe an organic reaction: reactants, conditions, products, and yield Reaction SMILES: [Br:16][CH2:17][c:18]1[c:19]([C:20]#[N:21])[c:22]([N+:26](=[O:27])[O-:28])[cH:23][cH:24][cH:25]1.[C:10](=[O:11])([O-:12])[O-:13].[CH3:1][O:2][c:3]1[cH:4][cH:5][c:6]([OH:9])[cH:7][cH:8]1.[CH3:29][N:30]([CH3:31])[CH:32]=[O:33].[K+:14].[K+:15].[OH2:40].[cH:34]1[cH:35][cH:36][n:37][cH:38][cH:39]1>>[CH3:1][O:2][c:3]1[cH:4][cH:5][c:6]([O:9][CH2:17][c:18]2[c:19]([C:20]#[N:21])[c:22]([N+:26](=[O:27])[O-:28])[cH:23][cH:24][cH:25]2)[cH:7][cH:8]1. Yields the product COc1ccc(OCc2cccc([N+](=O)[O-])c2C#N)cc1. Starting materials: N#Cc1c(CBr)cccc1[N+](=O)[O-], O=C([O-])[O-], COc1ccc(O)cc1, CN(C)C=O, [K+], [K+], O, c1ccncc1. The reactants are FC(F)(F)c1cncc(Br)c1, FC(F)n1ccnc1-c1ccccc1. The reagents and catalysts are CC(C)(C)c1ccc(-c2ccc(C(C)(C)C)cc2)cc1 (4,4'-di-tert-butylbiphenyl), CC(C)(C)C(=O)[O-].[K+] (KOPiv), Cl[Pd]CC=C.C=CC[Pd]Cl ([Pd(allyl)Cl]2), CN(C)c1ccc(P(C2CCCCC2)C2CCCCC2)cc1 (A-caPhos). Solvent: CC(=O)N(C)C (DMA), CC(=O)N(C)C (DMA), CC(=O)N(C)C (DMA). Reaction conditions: temperature 120 celsius, time 24 hour. Product: FC(F)n1c(-c2cncc(C(F)(F)F)c2)cnc1-c1ccccc1. Isolated yield 79.4%. Starting materials: [Br-], [Li]CCCC, CC(=O)CCc1ccccc1, CC(=O)O, COc1cc(C[P+](c2ccccc2)(c2ccccc2)c2ccccc2)cc(OC)c1, C1CCOC1. Yields the product COc1cc(C=C(C)CCc2ccccc2)cc(OC)c1. RXN SMILES: [Br-:6].[CH2:1]([Li:2])[CH2:3][CH2:4][CH3:5].[CH2:37]([c:38]1[cH:39][cH:40][cH:41][cH:42][cH:43]1)[CH2:44][C:45]([CH3:46])=[O:47].[CH3:48][C:49](=[O:50])[OH:51].[CH3:7][O:8][c:9]1[cH:10][c:11]([CH2:12][P+:13]([c:14]2[cH:15][cH:16][cH:17][cH:18][cH:19]2)([c:20]2[cH:21][cH:22][cH:23][cH:24][cH:25]2)[c:26]2[cH:27][cH:28][cH:29][cH:30][cH:31]2)[cH:32][c:33]([O:35][CH3:36])[cH:34]1.[O:52]1[CH2:53][CH2:54][CH2:55][CH2:56]1>>[CH3:7][O:8][c:9]1[cH:10][c:11]([CH:12]=[C:45]([CH2:44][CH2:37][c:38]2[cH:39][cH:40][cH:41][cH:42][cH:43]2)[CH3:46])[cH:32][c:33]([O:35][CH3:36])[cH:34]1. Starting materials: ClC1=CC(=C(N)C=C1)C (4-chloro-2-methylaniline), Br.BrCCCN (3-bromopropylamine hydrobromide), [OH-].[Na+] (sodium hydroxide). The solvent is O (water). Conditions: temperature 100 celsius. Yields the product ClC1=CC(=C(C=C1)NCCCN)C (N-(4-Chloro-2-methyl-phenyl)-propane-1,3-diamine). RXN SMILES: [Cl:1][C:2]1[CH:8]=[CH:7][C:5]([NH2:6])=[C:4]([CH3:9])[CH:3]=1.Br.Br[CH2:12][CH2:13][CH2:14][NH2:15].[OH-].[Na+]>O>[Cl:1][C:2]1[CH:8]=[CH:7][C:5]([NH:6][CH2:12][CH2:13][CH2:14][NH2:15])=[C:4]([CH3:9])[CH:3]=1 |f:1.2,3.4|. Reported procedure: A mixture of 4-chloro-2-methylaniline (8 g) and 3-bromopropylamine hydrobromide (5 g) was heated at 100° C. for fifteen minutes. After cooling to room temperature, the resulting crystalline solid was dissolved in water (50 mL) and one equivalent of sodium hydroxide was added. This solution was then washed with ethyl ether and basified with excess sodium hydroxide. It was then extracted with dichloromethane, the combined extracts were dried over anhydrous potassium carbonate and evaporated to dry... Reactants: CCNC(=O)Nc1ccc(-c2nc3c(c(N4CCOCC4)n2)CCNC3)cc1, [Cl-], O=C(O)c1ccc(Cl)cc1, Cl. Yields the product CCNC(=O)Nc1ccc(-c2nc3c(c(N4CCOCC4)n2)CCN(C(=O)c2ccc(Cl)cc2)C3)cc1. RXN SMILES: [CH2:2]([CH3:3])[NH:4][C:5](=[O:6])[NH:7][c:8]1[cH:9][cH:10][c:11](-[c:14]2[n:15][c:16]([N:24]3[CH2:25][CH2:26][O:27][CH2:28][CH2:29]3)[c:17]3[c:18]([n:19]2)[CH2:20][NH:21][CH2:22][CH2:23]3)[cH:12][cH:13]1.[Cl-:30].[Cl:31][c:32]1[cH:33][cH:34][c:35]([C:36](=[O:37])[OH:38])[cH:39][cH:40]1.[ClH:1]>>[CH2:2]([CH3:3])[NH:4][C:5](=[O:6])[NH:7][c:8]1[cH:9][cH:10][c:11](-[c:14]2[n:15][c:16]([N:24]3[CH2:25][CH2:26][O:27][CH2:28][CH2:29]3)[c:17]3[c:18]([n:19]2)[CH2:20][N:21]([C:36]([c:35]2[cH:34][cH:33][c:32]([Cl:31])[cH:40][cH:39]2)=[O:37])[CH2:22][CH2:23]3)[cH:12][cH:13]1. The reactants are [Br-], Cc1cc2c(=O)[nH]c(Cn3cc(C=O)c(C(F)(F)F)n3)nc2s1, C[Mg+], CCOCC, O. The product is Cc1cc2c(=O)[nH]c(Cn3cc(C(C)O)c(C(F)(F)F)n3)nc2s1. Reaction SMILES: [Br-:24].[CH3:1][c:2]1[cH:3][c:4]2[c:5]([n:6][c:7]([CH2:11][n:12]3[n:13][c:14]([C:19]([F:20])([F:21])[F:22])[c:15]([CH:17]=[O:18])[cH:16]3)[nH:8][c:9]2=[O:10])[s:23]1.[CH3:25][Mg+:26].[CH3:28][CH2:29][O:30][CH2:31][CH3:32].[OH2:27]>>[CH3:1][c:2]1[cH:3][c:4]2[c:5]([n:6][c:7]([CH2:11][n:12]3[n:13][c:14]([C:19]([F:20])([F:21])[F:22])[c:15]([CH:17]([OH:18])[CH3:25])[cH:16]3)[nH:8][c:9]2=[O:10])[s:23]1. As a reaction SMILES: [CH3:32][N:33]([CH3:34])[CH2:35][CH2:36][CH2:37][N:38]=[C:39]=[N:40][CH2:41][CH3:42].[CH:43]([Cl:44])([Cl:45])[Cl:46].[ClH:31].[N:1]1([c:7]2[n:8][c:9]3[c:10]([c:11](-[c:13]4[cH:14][cH:15][c:16]([F:19])[cH:17][cH:18]4)[n:12]2)[CH2:20][CH2:21][CH2:22]3)[CH2:2][CH2:3][NH:4][CH2:5][CH2:6]1.[OH:23][C:24](=[O:25])[c:26]1[cH:27][cH:28][cH:29][o:30]1>>[N:1]1([c:7]2[n:8][c:9]3[c:10]([c:11](-[c:13]4[cH:14][cH:15][c:16]([F:19])[cH:17][cH:18]4)[n:12]2)[CH2:20][CH2:21][CH2:22]3)[CH2:2][CH2:3][N:4]([C:24](=[O:23])[c:26]2[cH:27][cH:28][cH:29][o:30]2)[CH2:5][CH2:6]1. The reactants are CCN=C=NCCCN(C)C, ClC(Cl)Cl, Cl, Fc1ccc(-c2nc(N3CCNCC3)nc3c2CCC3)cc1, O=C(O)c1ccco1. Yields the product O=C(c1ccco1)N1CCN(c2nc3c(c(-c4ccc(F)cc4)n2)CCC3)CC1. The reactants are FC=1C=C2OC=3C=C(C=C(C3C(C2=CC1)=O)O)N1CCOCC1 (6-Fluoro-1-hydroxy-3-morpholin-4-yl-xanthen-9-one), N1=C(C=CC=C1)CO (2-pyridylmethanol), C[Si](C)(C)[N-][Si](C)(C)C.[K+] (KHMDS). The solvent is CS(=O)C (DMSO). Reaction conditions: temperature 80 celsius. Product: OC1=CC(=CC=2OC3=CC(=CC=C3C(C12)=O)OCC1=NC=CC=C1)N1CCOCC1 (1-Hydroxy-3-morpholin-4-yl-6-(pyridin-2-ylmethoxy)-xanthen-9-one). RXN SMILES: F[C:2]1[CH:3]=[C:4]2[C:13](=[CH:14][CH:15]=1)[C:12](=[O:16])[C:11]1[C:10]([OH:17])=[CH:9][C:8]([N:18]3[CH2:23][CH2:22][O:21][CH2:20][CH2:19]3)=[CH:7][C:6]=1[O:5]2.[N:24]1[CH:29]=[CH:28][CH:27]=[CH:26][C:25]=1[CH2:30][OH:31].C[Si]([N-][Si](C)(C)C)(C)C.[K+]>CS(C)=O>[OH:17][C:10]1[C:11]2[C:12](=[O:16])[C:13]3[C:4](=[CH:3][C:2]([O:31][CH2:30][C:25]4[CH:26]=[CH:27][CH:28]=[CH:29][N:24]=4)=[CH:15][CH:14]=3)[O:5][C:6]=2[CH:7]=[C:8]([N:18]2[CH2:23][CH2:22][O:21][CH2:20][CH2:19]2)[CH:9]=1 |f:2.3|. Procedure: 6-Fluoro-1-hydroxy-3-morpholin-4-yl-xanthen-9-one (15 mg, 0.05 mmol) and 2-pyridylmethanol (8 mg, 0.07 mmol) were dissolved in DMSO (0.25 mL) and KHMDS (0.5 M in toluene, 0.24 mL) was added. The reaction mixture was heated to 80° C. for 16 hours. The reaction was quenched with sat. NH4Cl/water (1:1, 2 mL) and the solids were filtered. The crude solid was purified via flash chromatography eluting with CH2Cl2/MeOH (98:2) to produce 4.9 mg (25%). 1H NMR (CDCl3, 400 MHz) δ: 12.80 (s, 1H), 8.63 (d, 1...